Task: describe an organic reaction: reactants, conditions, products, and yield. Dataset: the Open Reaction Database (ORD), a public repository of structured organic reaction records Starting materials: [Al+3], CCOC(C)=O, CCCCCC, [Cl-], CCOC(=O)CC(c1cc(F)ccc1F)S(=O)(=O)c1ccc(Cl)cc1, [H-], [H-], [H-], [H-], [Li+], [NH4+], C1CCOC1. The product is O=S(=O)(c1ccc(Cl)cc1)C(CCO)c1cc(F)ccc1F. Reaction SMILES: [Al+3:2].[C:45]([O:46][CH2:47][CH3:48])(=[O:49])[CH3:50].[CH3:39][CH2:40][CH2:41][CH2:42][CH2:43][CH3:44].[Cl-:37].[Cl:12][c:13]1[cH:14][cH:15][c:16]([S:19](=[O:20])(=[O:21])[CH:22]([CH2:23][C:24](=[O:25])[O:26][CH2:27][CH3:28])[c:29]2[c:30]([F:36])[cH:31][cH:32][c:33]([F:35])[cH:34]2)[cH:17][cH:18]1.[H-:1].[H-:4].[H-:5].[H-:6].[Li+:3].[NH4+:38].[O:7]1[CH2:8][CH2:9][CH2:10][CH2:11]1>>[Cl:12][c:13]1[cH:14][cH:15][c:16]([S:19](=[O:20])(=[O:21])[CH:22]([CH2:23][CH2:24][OH:25])[c:29]2[c:30]([F:36])[cH:31][cH:32][c:33]([F:35])[cH:34]2)[cH:17][cH:18]1.